Dataset: the Open Reaction Database (ORD), a public repository of structured organic reaction records. Task: describe an organic reaction: reactants, conditions, products, and yield The reactants are [N+](=O)([O-])C1=C(C=CC=C1)SC[C@H](NC(C)=O)C(=O)O (S-(o-nitrophenyl)-N-acetyl-L-cysteine), [OH-].[NH4+] (ammonium hydroxide). The solvent is S(O)(O)(=O)=O (sulfuric acid), O (water). Product: [N+](=O)([O-])C1=C(C=CC=C1)SC[C@H](N)C(=O)O (S-(o-nitrophenyl)-L-cysteine). RXN SMILES: [N+:1]([C:4]1[CH:9]=[CH:8][CH:7]=[CH:6][C:5]=1[S:10][CH2:11][C@@H:12]([C:17]([OH:19])=[O:18])[NH:13]C(=O)C)([O-:3])=[O:2].[OH-].[NH4+]>S(=O)(=O)(O)O.O>[N+:1]([C:4]1[CH:9]=[CH:8][CH:7]=[CH:6][C:5]=1[S:10][CH2:11][C@@H:12]([C:17]([OH:19])=[O:18])[NH2:13])([O-:3])=[O:2] |f:1.2|. Procedure: A solution of 71 g of S-(o-nitrophenyl)-N-acetyl-L-cysteine in 300 ml of 18M sulfuric acid and 1200 ml of water is heated to reflux for 30 min. The solution is cooled in ice and treated with 700 ml of concentrated ammonium hydroxide. The resulting solid is recrystallized from boiling water to afford S-(o-nitrophenyl)-L-cysteine; m.p. 168°-171° C.; [α]D =+67.3° (c=1.1, 1N hydrochloric acid). Reactants: O[C@@H]([C@@H](OC1=CC=C(C=C1)B(O)O)C)CCC=1C=NC=CC1 ((1S,2R)-4-(2-hydroxy-1-methyl-4-pyridin-3-ylbutoxy)benzeneboronic acid), IC1=CC(=NC=C1)OC (4-iodo-2-methoxypyridine), C([O-])([O-])=O.[Na+].[Na+] (sodium carbonate). The reagents and catalysts are C=1C=CC(=CC1)[P](C=2C=CC=CC2)(C=3C=CC=CC3)[Pd]([P](C=4C=CC=CC4)(C=5C=CC=CC5)C=6C=CC=CC6)([P](C=7C=CC=CC7)(C=8C=CC=CC8)C=9C=CC=CC9)[P](C=1C=CC=CC1)(C=1C=CC=CC1)C=1C=CC=CC1 (tetrakis(triphenylphosphine)palladium(0)). Solvent: C(C)O (ethanol). Run at temperature 90 celsius. The product is COC1=NC=CC(=C1)C1=CC=C(O[C@H]([C@@H](CCC=2C=NC=CC2)O)C)C=C1 ((3R,4S)-4-[4-(2-Methoxypyridin-4-yl)phenoxy]-1-pyridin-3-yl-pentan-3-ol). Yield: 38.0%. RXN SMILES: [OH:1][C@H:2]([CH2:15][CH2:16][C:17]1[CH:18]=[N:19][CH:20]=[CH:21][CH:22]=1)[C@H:3]([CH3:14])[O:4][C:5]1[CH:10]=[CH:9][C:8](B(O)O)=[CH:7][CH:6]=1.I[C:24]1[CH:29]=[CH:28][N:27]=[C:26]([O:30][CH3:31])[CH:25]=1.C(=O)([O-])[O-].[Na+].[Na+]>C1C=CC([P]([Pd]([P](C2C=CC=CC=2)(C2C=CC=CC=2)C2C=CC=CC=2)([P](C2C=CC=CC=2)(C2C=CC=CC=2)C2C=CC=CC=2)[P](C2C=CC=CC=2)(C2C=CC=CC=2)C2C=CC=CC=2)(C2C=CC=CC=2)C2C=CC=CC=2)=CC=1.C(O)C>[CH3:31][O:30][C:26]1[CH:25]=[C:24]([C:8]2[CH:9]=[CH:10][C:5]([O:4][C@@H:3]([CH3:14])[C@H:2]([OH:1])[CH2:15][CH2:16][C:17]3[CH:18]=[N:19][CH:20]=[CH:21][CH:22]=3)=[CH:6][CH:7]=2)[CH:29]=[CH:28][N:27]=1 |f:2.3.4,^1:41,43,62,81|. Procedure: Prepared according to the method described in Example 21b) from (1S,2R)-4-(2-hydroxy-1-methyl-4-pyridin-3-ylbutoxy)benzeneboronic acid (0.150 g, Example 21a), 4-iodo-2-methoxypyridine (0.235 g, Liebigs Annalen der Chemie (1992) Issue 9, 953-9), ethanol (3 ml), 2M aqueous sodium carbonate (0.5 ml) and tetrakis(triphenylphosphine)palladium(0) (0.025 g) with heating at 90° C. for 4 hours. After work up, the residue was purified by normal-phase HPLC, eluting with a gradient of 0-25% ethanol in dichl... Starting materials: C(C)(C)(C)OC(NC(CC1=CC(=CC(=C1)F)OCC1=CC=CC=C1)C1OC1)=O ([2-(3-Benzyloxy-5-fluoro-phenyl)-1-oxiranyl-ethyl]-carbamic acid tert-butyl ester), C(C)C=1C=C(CN)C=CC1 (m-ethyl benzylamine). Solvent: C(C)(C)O (isopropyl alcohol). Yields the product C(C1=CC=CC=C1)OC=1C=C(C[C@@H]([C@@H](CNCC2=CC(=CC=C2)CC)O)NC(OC(C)(C)C)=O)C=C(C1)F (tert-butyl (1S,2R)-1-[3-(benzyloxy)-5-fluorobenzyl]-3-[(3-ethylbenzyl)amino]-2-hydroxypropylcarbamate). Isolated yield 96.0%. Reaction SMILES: [C:1]([O:5][C:6](=[O:28])[NH:7][CH:8]([CH:25]1[CH2:27][O:26]1)[CH2:9][C:10]1[CH:15]=[C:14]([F:16])[CH:13]=[C:12]([O:17][CH2:18][C:19]2[CH:24]=[CH:23][CH:22]=[CH:21][CH:20]=2)[CH:11]=1)([CH3:4])([CH3:3])[CH3:2].[CH2:29]([C:31]1[CH:32]=[C:33]([CH:36]=[CH:37][CH:38]=1)[CH2:34][NH2:35])[CH3:30]>C(O)(C)C>[CH2:18]([O:17][C:12]1[CH:11]=[C:10]([CH:15]=[C:14]([F:16])[CH:13]=1)[CH2:9][C@H:8]([NH:7][C:6](=[O:28])[O:5][C:1]([CH3:3])([CH3:2])[CH3:4])[C@H:25]([OH:26])[CH2:27][NH:35][CH2:34][C:33]1[CH:36]=[CH:37][CH:38]=[C:31]([CH2:29][CH3:30])[CH:32]=1)[C:19]1[CH:20]=[CH:21][CH:22]=[CH:23][CH:24]=1. Reported procedure: [2-(3-Benzyloxy-5-fluoro-phenyl)-1-oxiranyl-ethyl]-carbamic acid tert-butyl ester (3.33 g, 8.59 mmol) and m-ethyl benzylamine (2.32 g, 17.19 mmol) were dissolved in isopropyl alcohol (80 ml) and brought to reflux for 2 h. Reaction mixture was then concentrated in vacuo to remove isopropyl alcohol. Dissolved yellow liquid in ethyl acetate (30 ml), then washed with 1N HCl (3×100 ml). Aqueous layers were combined then extracted with ethyl acetate (2×100 ml). Organic layers were washed with 10% sodi... The reactants are CS(=O)(=O)OCC1OCOCC1 (4-methylsulfonyloxymethyl-1,3-dioxane), C(C)C=1C=CC(=C(C1)O)C=O (5-ethyl-2-formylphenol), CS(=O)(=O)OCC1OCOCC1 (4-methylsulfonyloxymethyl-1,3-dioxane), C([O-])([O-])=O.[K+].[K+] (potassium carbonate), O (water). Solvent: CN(C=O)C (N,N-dimethylformamide). Run at temperature 80 celsius. The product is C(C)C1=CC(=C(C=O)C=C1)OCC1OCOCC1 (4-ethyl-2-(1,3-dioxan-4-ylmethoxy)benzaldehyde). Yield: 55.3%. RXN SMILES: [CH2:1]([C:3]1[CH:4]=[CH:5][C:6]([CH:10]=[O:11])=[C:7]([OH:9])[CH:8]=1)[CH3:2].CS(O[CH2:17][CH:18]1[CH2:23][CH2:22][O:21][CH2:20][O:19]1)(=O)=O.C(=O)([O-])[O-].[K+].[K+].O>CN(C)C=O>[CH2:1]([C:3]1[CH:4]=[CH:5][C:6]([CH:10]=[O:11])=[C:7]([O:9][CH2:17][CH:18]2[CH2:23][CH2:22][O:21][CH2:20][O:19]2)[CH:8]=1)[CH3:2] |f:2.3.4|. Procedure details: A stirred solution of 3.8 grams (0.026 mole) of 5-ethyl-2-formylphenol, 5.0 grams (0.026 mole) of 4-methylsulfonyloxymethyl-1,3-dioxane, and 7.0 grams (0.051 mole) of potassium carbonate in 150 mL of N,N-dimethylformamide was heated at 80° C. for about 18 hours. Analysis by thin layer chromatography (TLC) indicated the reaction was not complete. An additional 2.5 grams (0.013 mole) of 4-methylsulfonyloxymethyl-1,3-dioxane was added, and the reaction mixture was heated at 80° C. for an additional... The reactants are B, CC(=O)c1ccc2c(c1)c1cccc3c(=O)c(Cc4ccccc4)cn2c31, CO, [Na+], [Na+], [Na], [OH-], O=C([O-])O. The product is CC(O)c1ccc2c(c1)c1cccc3c(=O)c(Cc4ccccc4)cn2c31. RXN SMILES: [BH3:30].[C:1]([CH3:2])(=[O:3])[c:4]1[cH:5][cH:6][c:7]2[n:8]3[c:9]4[c:10]([cH:11][cH:12][cH:13][c:14]4[c:15]2[cH:16]1)[c:17](=[O:27])[c:18]([CH2:20][c:21]1[cH:22][cH:23][cH:24][cH:25][cH:26]1)[cH:19]3.[CH3:37][OH:38].[Na+:29].[Na+:32].[Na:31].[OH-:28].[OH:33][C:34](=[O:35])[O-:36]>>[CH:1]([CH3:2])([OH:3])[c:4]1[cH:5][cH:6][c:7]2[n:8]3[c:9]4[c:10]([cH:11][cH:12][cH:13][c:14]4[c:15]2[cH:16]1)[c:17](=[O:27])[c:18]([CH2:20][c:21]1[cH:22][cH:23][cH:24][cH:25][cH:26]1)[cH:19]3.